Dataset: the Open Reaction Database (ORD), a public repository of structured organic reaction records. Task: describe an organic reaction: reactants, conditions, products, and yield The reactants are ClC=1C=C(N)C=CC1 (3-chloroaniline), C(C)(C)(C)OC(=O)N[C@H](C=O)CCSC ((S)-2-(tert-butoxycarbonylamino)-4-(methylthio)butanal), C(C)(=O)O (acetic acid), C(C)(=O)O[BH-](OC(C)=O)OC(C)=O.[Na+] (sodium triacetoxyborohydride). The solvent is ClC(C)Cl (dichloroethane). Run at time 8 hour. The product is C(C)(C)(C)OC(=O)N[C@H](CNC1=CC(=CC=C1)Cl)CCSC ((S)-2-(tert-butoxycarbonylamino)-N-(3-chlorophenyl)-4-(methylthio)butanamine). As a reaction SMILES: [Cl:1][C:2]1[CH:3]=[C:4]([CH:6]=[CH:7][CH:8]=1)[NH2:5].[C:9]([O:13][C:14]([NH:16][C@@H:17]([CH2:20][CH2:21][S:22][CH3:23])[CH:18]=O)=[O:15])([CH3:12])([CH3:11])[CH3:10].C(O)(=O)C.C(O[BH-](OC(=O)C)OC(=O)C)(=O)C.[Na+]>ClC(Cl)C>[C:9]([O:13][C:14]([NH:16][C@@H:17]([CH2:20][CH2:21][S:22][CH3:23])[CH2:18][NH:5][C:4]1[CH:6]=[CH:7][CH:8]=[C:2]([Cl:1])[CH:3]=1)=[O:15])([CH3:10])([CH3:12])[CH3:11] |f:3.4|. Procedure: To a solution of 3-chloroaniline (10.3 mL, 97.4 mmol), the product from Step G (23.9 g, 97.4 mmol), and acetic acid (27.8 mL, 487 mmol) in dichloroethane (250 mL) under nitrogen was added sodium triacetoxyborohydride (41.3 g, 195 mmol). The reaction was stirred overnight, then quenched with saturated sodium bicarbonate solution. The solution was diluted with CHCl3, and the organic phase was washed with water, 10% citric acid and brine. The solution was dried over sodium sulfate and concentrated ... Starting materials: C1COCCO1, Cl, CC(C)C(CNC(=O)OCc1ccc([N+](=O)[O-])cc1)NC(=O)OC(C)(C)C. Yields the product Cl, CC(C)C(N)CNC(=O)OCc1ccc([N+](=O)[O-])cc1. RXN SMILES: [CH2:29]1[O:30][CH2:31][CH2:32][O:33][CH2:34]1.[ClH:28].[N+:1](=[O:2])([O-:3])[c:4]1[cH:5][cH:6][c:7]([CH2:8][O:9][C:10]([NH:11][CH2:12][CH:13]([CH:14]([CH3:15])[CH3:16])[NH:17][C:18]([O:19][C:20]([CH3:21])([CH3:22])[CH3:23])=[O:24])=[O:25])[cH:26][cH:27]1>>[ClH:28].[N+:1](=[O:2])([O-:3])[c:4]1[cH:5][cH:6][c:7]([CH2:8][O:9][C:10]([NH:11][CH2:12][CH:13]([CH:14]([CH3:15])[CH3:16])[NH2:17])=[O:25])[cH:26][cH:27]1. Starting materials: compound, CN(C=O)C (dimethylformamide), FC1=C(C#N)C=CC=C1 (2-fluorobenzonitrile), C([O-])([O-])=O.[K+].[K+] (potassium carbonate). Solvent: O (water). Reaction conditions: temperature 150 celsius. Yields the product C(#N)C1=C(C=CC=C1)N1C=CC2=C(C=CC=C12)C (1-(2-Cyanophenyl)-4 -methyl-1H-indole). RXN SMILES: F[C:2]1[CH:9]=[CH:8][CH:7]=[CH:6][C:3]=1[C:4]#[N:5].C(=O)([O-])[O-].[K+].[K+].[CH3:16][N:17]([CH3:20])C=O>O>[C:4]([C:3]1[CH:6]=[CH:7][CH:8]=[CH:9][C:2]=1[N:17]1[C:20]2[C:6](=[C:3]([CH3:4])[CH:2]=[CH:9][CH:8]=2)[CH:7]=[CH:16]1)#[N:5] |f:1.2.3|. Reported procedure: The title B compound of Example 4 (1.042 g, 7.94 mmol, 1.0 eq.) was combined with 2-fluorobenzonitrile (1.29 ml, 11.91 mmol, 1.5 eq.) and potassium carbonate (2.195 g, 15.88 mmol, 2.0 eq.) in dimethylformamide (7.94 ml, 1M) and heated at 150° C. for 4 hours. The reaction was then cooled to room temperature, diluted with water (20 ml), and extracted three times with ethyl acetate. The organic extracts were washed with water and aqueous saturated sodium chloride, dried over sodium sulfate, filtere...